Task: describe an organic reaction: reactants, conditions, products, and yield. Dataset: the Open Reaction Database (ORD), a public repository of structured organic reaction records The reactants are ClC1=C(C=C(C=C1NC1=NN2C(C(=N1)N(CC1=CC=C(C=C1)OC)CC)=NC=C2C#N)C#N)N2C[C@H]([C@@H](CC2)NC(=O)OC)C(C(=O)[O-])(C)OP(=O)(OCC2=CC=CC=C2)OCC2=CC=CC=C2 ((3R,4R) 1-(2-chloro-5-cyano-3-((7-cyano-4-(ethyl(4-methoxybenzyl)amino)imidazo[2,1-f][1,2,4]triazin-2-yl)amino)phenyl)-4 ((methoxycarbonyl)amino)piperidin-3-yl-2-((bis(benzyloxy)phosphoryl)oxy)propanoate), ClC1=C(C=C(C=C1NC1=NN2C(C(=N1)N(CC1=CC=C(C=C1)OC)CC)=NC=C2C#N)C#N)N2C[C@H]([C@@H](CC2)NC(OC)=O)O (methyl ((3R,4R)-1-(2-chloro-5-cyano-3-((7-cyano-4-(ethyl(4-methoxybenzyl)amino)imidazo[2,1-f][1,2,4]triazin-2-yl)amino)phenyl)-3-hydroxypiperidin-4-yl)carbamate), C(C1=CC=CC=C1)OP(=O)(OCC1=CC=CC=C1)OC(C(=O)O)C (2-((bis(benzyloxy)phosphoryl)oxy)propanoic acid), C1CCC(CC1)N=C=NC2CCCCC2 (DCC). Reagents/catalysts: CN(C)C=1C=CN=CC1 (DMAP). Solvent: C(Cl)Cl (DCM), C(Cl)Cl (DCM). Run at time 30 minute. The product is P(=O)(O)(O)OC(C(=O)OC1CN(CCC1NC(=O)OC)C1=C(C(=CC(=C1)C#N)NC1=NN2C(C(=N1)NCC)=NC=C2C#N)Cl)C (rac (3R,4R)-1-(2-chloro-5-cyano-3-((7-cyano-4-(ethylamino)imidazo[2,1-f][1,2,4]triazin-2-yl)amino)phenyl)-4-((methoxycarbonyl)amino)piperidin-3-yl 2-(phosphonooxy)propanoate). Reaction SMILES: [Cl:1][C:2]1[C:7]([NH:8][C:9]2[N:14]=[C:13]([N:15]([CH2:25][CH3:26])CC3C=CC(OC)=CC=3)[C:12]3=[N:27][CH:28]=[C:29]([C:30]#[N:31])[N:11]3[N:10]=2)=[CH:6][C:5]([C:32]#[N:33])=[CH:4][C:3]=1[N:34]1[CH2:39][CH2:38][C@@H:37]([NH:40][C:41](=[O:44])[O:42][CH3:43])[C@H:36]([OH:45])[CH2:35]1.C([O:53][P:54]([O:64][CH:65]([CH3:69])[C:66](O)=[O:67])([O:56]CC1C=CC=CC=1)=[O:55])C1C=CC=CC=1.C1CCC(N=C=NC2CCCCC2)CC1.ClC1C(NC2N=C(N(CC)CC3C=CC(OC)=CC=3)C3=NC=C(C#N)N3N=2)=CC(C#N)=CC=1N1CC[C@@H](NC(OC)=O)[C@H](C(OP(OCC2C=CC=CC=2)(OCC2C=CC=CC=2)=O)(C)C([O-])=O)C1>C(Cl)Cl.CN(C1C=CN=CC=1)C>[P:54]([O:64][CH:65]([CH3:69])[C:66]([O:45][CH:36]1[CH:37]([NH:40][C:41]([O:42][CH3:43])=[O:44])[CH2:38][CH2:39][N:34]([C:3]2[CH:4]=[C:5]([C:32]#[N:33])[CH:6]=[C:7]([NH:8][C:9]3[N:14]=[C:13]([NH:15][CH2:25][CH3:26])[C:12]4=[N:27][CH:28]=[C:29]([C:30]#[N:31])[N:11]4[N:10]=3)[C:2]=2[Cl:1])[CH2:35]1)=[O:67])([OH:56])([OH:55])=[O:53]. Reported procedure: To a solution of methyl ((3R,4R)-1-(2-chloro-5-cyano-3-((7-cyano-4-(ethyl(4-methoxybenzyl)amino)imidazo[2,1-f][1,2,4]triazin-2-yl)amino)phenyl)-3-hydroxypiperidin-4-yl)carbamate (0.040 g, 0.063 mmol), 2-((bis(benzyloxy)phosphoryl)oxy)propanoic acid (0.067 g, 0.19 mmol) in DCM (2 mL) was added DCC (0.039 g, 0.190 mmol) followed DMAP (0.77 mg, 0.006 mmol) and stirred at room temperature for 30 min. After completion of starting material (by LC-MS), reaction mixture was diluted with DCM (50 mL), fil... Starting materials: N1N=CC=C1 (pyrazole), C1(=CC=CC=C1)C (toluene), CN(S(=O)(=O)Cl)C (dimethylsulfamoyl chloride). Solvent: C(C)N(CC)CC (triethylamine). Conditions: time 18 hour. Product: CN(S(=O)(=O)N1N=CC=C1)C (N,N-dimethyl-1H-pyrazole-1-sulfonamide). RXN SMILES: [NH:1]1[CH:5]=[CH:4][CH:3]=[N:2]1.C1(C)C=CC=CC=1.[CH3:13][N:14]([CH3:19])[S:15](Cl)(=[O:17])=[O:16]>C(N(CC)CC)C>[CH3:13][N:14]([CH3:19])[S:15]([N:1]1[CH:5]=[CH:4][CH:3]=[N:2]1)(=[O:17])=[O:16]. Procedure: To a mixture of 15 g of pyrazole and 200 ml of toluene was added dropwise 23.7 ml of dimethylsulfamoyl chloride at room temperature. Then, 40 ml of triethylamine was added to the mixture, and the mixture was stirred at room temperature for 18 hours. The reaction mixture was filtered, and the filtrate was concentrated under reduced pressure. The resulting residue was subjected to silica gel column chromatography to obtain 17.6 g of N,N-dimethyl-1H-pyrazole-1-sulfonamide of the formula: Starting materials: [BH4-], CCCCC1Oc2ccc([N+](=O)[O-])cc2C1=O, CCO, [Na+], O. Product: CCCCC1Oc2ccc([N+](=O)[O-])cc2C1O. As a reaction SMILES: [BH4-:18].[CH2:1]([CH2:2][CH2:3][CH3:4])[CH:5]1[O:6][c:7]2[c:8]([cH:11][c:12]([N+:15](=[O:16])[O-:17])[cH:13][cH:14]2)[C:9]1=[O:10].[CH3:20][CH2:21][OH:22].[Na+:19].[OH2:23]>>[CH2:1]([CH2:2][CH2:3][CH3:4])[CH:5]1[O:6][c:7]2[c:8]([cH:11][c:12]([N+:15](=[O:16])[O-:17])[cH:13][cH:14]2)[CH:9]1[OH:10]. Reactants: CN(C)C1(c2ccccc2)CCC(=CC(=O)NCCc2ccccc2)CC1, CCC(C)=O, C[Si](C)(C)Cl. Yields the product CN(C)C1(c2ccccc2)CCC(=CC(=O)NCCc2ccccc2)CC1, Cl. Reaction SMILES: [CH3:1][N:2]([C:3]1([c:21]2[cH:22][cH:23][cH:24][cH:25][cH:26]2)[CH2:4][CH2:5][C:6](=[CH:9][C:10](=[O:11])[NH:12][CH2:13][CH2:14][c:15]2[cH:16][cH:17][cH:18][cH:19][cH:20]2)[CH2:7][CH2:8]1)[CH3:27].[CH3:33][C:34]([CH2:35][CH3:36])=[O:37].[Cl:28][Si:29]([CH3:30])([CH3:31])[CH3:32]>>[CH3:1][N:2]([C:3]1([c:21]2[cH:22][cH:23][cH:24][cH:25][cH:26]2)[CH2:4][CH2:5][C:6](=[CH:9][C:10](=[O:11])[NH:12][CH2:13][CH2:14][c:15]2[cH:16][cH:17][cH:18][cH:19][cH:20]2)[CH2:7][CH2:8]1)[CH3:27].[ClH:28]. Reactants: [OH-].[Li+] (lithium hydroxide), COC(C1=CC(=NC(=C1)N(CCC)C)N(C)S(=O)(=O)C)=O (2-(methanesulfonyl-methylamino)-6-(methylpropylamino)-isonicotinic acid methyl ester), Cl (HCl). Solvent: C1CCOC1 (THF). Reaction conditions: time 16 hour. Product: CS(=O)(=O)N(C=1C=C(C(=O)O)C=C(N1)N(CCC)C)C (2-(methanesulfonyl-methylamino)-6-(methylpropylamino)-isonicotinic acid). Yield: 85.6%. As a reaction SMILES: C[O:2][C:3](=[O:21])[C:4]1[CH:9]=[C:8]([N:10]([CH3:14])[CH2:11][CH2:12][CH3:13])[N:7]=[C:6]([N:15]([S:17]([CH3:20])(=[O:19])=[O:18])[CH3:16])[CH:5]=1.[OH-].[Li+].Cl>C1COCC1>[CH3:20][S:17]([N:15]([CH3:16])[C:6]1[CH:5]=[C:4]([CH:9]=[C:8]([N:10]([CH3:14])[CH2:11][CH2:12][CH3:13])[N:7]=1)[C:3]([OH:21])=[O:2])(=[O:18])=[O:19] |f:1.2|. Procedure: Dissolve 2-(methanesulfonyl-methylamino)-6-(methylpropylamino)-isonicotinic acid methyl ester (796 mg, 2.52 mmoles) in THF (35 mL) and add 1 N lithium hydroxide (12.6 mL). Stir at room temperature for 16 h, acidify with 5 N HCl (2.6 mL), and partition between diethyl ether and water. Wash the diethyl ether layer with saturated aqueous sodium chloride, dry (magnesium sulfate) and concentrate to give the title compound as a yellow solid (650 mg, 85%). Starting materials: [BH4-].[Na+] (Sodium borohydride), C(C1=CC=CC=C1)(=O)N1CCC(CC1)C(C1=CC=C(C=C1)NC(C)=O)=O (1-benzoyl-4-(4-acetamidobenzoyl)piperidine), [BH4-].[Na+] (sodium borohydride). Run in C(C)O (ethanol). Run at time 1 hour. Product: C(C1=CC=CC=C1)(=O)N1CCC(CC1)C(O)C1=CC=C(C=C1)NC(C)=O (1-Benzoyl-4[(4-acetamidophenyl)hydroxymethyl]piperidine). As a reaction SMILES: [BH4-].[Na+].[C:3]([N:11]1[CH2:16][CH2:15][CH:14]([C:17](=[O:28])[C:18]2[CH:23]=[CH:22][C:21]([NH:24][C:25](=[O:27])[CH3:26])=[CH:20][CH:19]=2)[CH2:13][CH2:12]1)(=[O:10])[C:4]1[CH:9]=[CH:8][CH:7]=[CH:6][CH:5]=1>C(O)C>[C:3]([N:11]1[CH2:12][CH2:13][CH:14]([CH:17]([C:18]2[CH:19]=[CH:20][C:21]([NH:24][C:25](=[O:27])[CH3:26])=[CH:22][CH:23]=2)[OH:28])[CH2:15][CH2:16]1)(=[O:10])[C:4]1[CH:9]=[CH:8][CH:7]=[CH:6][CH:5]=1 |f:0.1|. Procedure: Sodium borohydride (1.13 g, 30 mmol) was added to a stirred suspension of 1-benzoyl-4-(4-acetamidobenzoyl)piperidine (10.0 g, 29 mmol) in ethanol (300 ml), cooled in a water bath. The mixture was stirred at room temperature for 1 hour then additional sodium borohydride (1.13 g, 30 mmol) was added and stirring was continued for 2 hours. The solvent was evaporated under reduced pressure and water (200 ml), HCl--H2O (6M, 15 ml) and methanol (15 ml) were added. The mixture was extracted with dichlor... Starting materials: C1(C(CCCC1)=O)=O (1,2-cyclohexanedione), BrCC(=O)OCC (ethyl bromoacetate), BrCC(=O)OCC (ethyl bromoacetate), C(CCC)[Li] (n-Butyl lithium), C(C)(C)NC(C)C (diisopropylamine). Run in CN1C(CNC2=C1C(=O)N=C(N2)N)CNC3=CC=C(C=C3)C(=O)NC(CCC(=O)O)C(=O)O (methyl-THF), CN1C(CNC2=C1C(=O)N=C(N2)N)CNC3=CC=C(C=C3)C(=O)NC(CCC(=O)O)C(=O)O (methyl-THF). Conditions: temperature -10 celsius, time 15 minute. Yields the product C(C)OC(CC1=C(C(CCC1)=O)O)=O (Ethyl(2-hydroxy-3-oxo-1-cyclohexen-1-yl)acetate). RXN SMILES: C([Li])CCC.C(NC(C)C)(C)C.[C:13]1(=[O:20])[CH2:18][CH2:17][CH2:16][CH2:15][C:14]1=[O:19].Br[CH2:22][C:23]([O:25][CH2:26][CH3:27])=[O:24]>CN1C2C(N=C(N)NC=2NCC1CNC1C=CC(C(NC(C(O)=O)CCC(O)=O)=O)=CC=1)=O>[CH2:26]([O:25][C:23](=[O:24])[CH2:22][C:18]1[CH2:17][CH2:16][CH2:15][C:14](=[O:19])[C:13]=1[OH:20])[CH3:27]. Procedure: n-Butyl lithium (101 mL, 161 mmol) was added to a stirred solution of diisopropylamine (22.96 mL) in methyl-THF (200 mL) at −10° C. The resulting solution was stirred at −10° C. for 15 mins. 1,2-cyclohexanedione (8.6 g) was added to the reaction mixture as a solution in methyl-THF (28 mL). During the addition the internal temperature of the reaction was maintained between −15° C. and −5° C. by modulation of delivery rate. The resulting dark orange/brown solution was stirred at −10° C. for a furt... Starting materials: C1(=CC=CC=C1)C(N1N=C(N=C1)CCCOC1=NC=CC(=C1)CN)(C1=CC=CC=C1)C1=CC=CC=C1 (1-[2-({3-[1-(triphenylmethyl)-1H-1,2,4-triazol-3-yl]propyl}oxy)pyridin-4-yl]methaneamine), C1(=CC=CC=C1)C(N1N=C(N=C1)OCCOC=1C=C(C=CC1)CN)(C1=CC=CC=C1)C1=CC=CC=C1 (1-{3-[(2-{[1-(triphenylmethyl)-1H-1,2,4-triazol-3-yl]oxy}ethyl)oxy]phenyl}methanamine), O=C1NC(=NC2=CC=CC=C12)C(=O)OCC (ethyl 4-oxo-3,4-dihydro-2-quinazolinecarboxylate), COC1=C(C=CC=C1)C1=CSC=2N=C(NC(C21)=O)C(=O)OCC (ethyl 5-(2-methoxyphenyl)-4-oxo-3,4-dihydrothieno[2,3-d]pyrimidine-2-carboxylate). The product is COC1=C(C=CC=C1)C1=CSC=2N=C(NC(C21)=O)C(=O)NCC2=CC(=CC=C2)OCCOC2=NNC=N2 (5-(2-methoxyphenyl)-4-oxo-N-{3-[2-(1H-1,2,4-triazol-3-yloxy)ethoxy]benzyl}-3,4-dihydrothieno[2,3-d]pyrimidine-2-carboxamide), powder. Isolated yield 49.0%. As a reaction SMILES: O=C1C2C(=CC=CC=2)N=C(C(OCC)=O)N1.[CH3:17][O:18][C:19]1[CH:24]=[CH:23][CH:22]=[CH:21][C:20]=1[C:25]1[C:33]2[C:32](=[O:34])[NH:31][C:30]([C:35]([O:37]CC)=O)=[N:29][C:28]=2[S:27][CH:26]=1.C1(C(C2C=CC=CC=2)(C2C=CC=CC=2)N2C=NC(CCCOC3C=C(CN)C=CN=3)=N2)C=CC=CC=1.C1(C(C2C=CC=CC=2)(C2C=CC=CC=2)[N:83]2[CH:87]=[N:86][C:85]([O:88][CH2:89][CH2:90][O:91][C:92]3[CH:93]=[C:94]([CH2:98][NH2:99])[CH:95]=[CH:96][CH:97]=3)=[N:84]2)C=CC=CC=1>>[CH3:17][O:18][C:19]1[CH:24]=[CH:23][CH:22]=[CH:21][C:20]=1[C:25]1[C:33]2[C:32](=[O:34])[NH:31][C:30]([C:35]([NH:99][CH2:98][C:94]3[CH:95]=[CH:96][CH:97]=[C:92]([O:91][CH2:90][CH2:89][O:88][C:85]4[N:86]=[CH:87][NH:83][N:84]=4)[CH:93]=3)=[O:37])=[N:29][C:28]=2[S:27][CH:26]=1. Reported procedure: By a method similar to that in Example 22, and using, instead of ethyl 4-oxo-3,4-dihydro-2-quinazolinecarboxylate, ethyl 5-(2-methoxyphenyl)-4-oxo-3,4-dihydrothieno[2,3-d]pyrimidine-2-carboxylate obtained in Reference Example 71 and using, instead of 1-[2-({3-[1-(triphenylmethyl)-1H-1,2,4-triazol-3-yl]propyl}oxy)pyridin-4-yl]methaneamine, 1-{3-[(2-{[1-(triphenylmethyl)-1H-1,2,4-triazol-3-yl]oxy}ethyl)oxy]phenyl}methanamine obtained in Reference Example 32, the title compound was obtained as a wh...